Dataset: the Open Reaction Database (ORD), a public repository of structured organic reaction records. Task: describe an organic reaction: reactants, conditions, products, and yield Starting materials: B, COc1cc(Cl)ccc1C(=O)CCCCCBr, Cl, C1CCOC1. The product is COc1cc(Cl)ccc1C(O)CCCCCBr. RXN SMILES: [BH3:1].[CH3:2][O:3][c:4]1[c:5]([C:6](=[O:7])[CH2:8][CH2:9][CH2:10][CH2:11][CH2:12][Br:13])[cH:14][cH:15][c:16]([Cl:18])[cH:17]1.[ClH:19].[O:20]1[CH2:21][CH2:22][CH2:23][CH2:24]1>>[CH3:2][O:3][c:4]1[c:5]([CH:6]([OH:7])[CH2:8][CH2:9][CH2:10][CH2:11][CH2:12][Br:13])[cH:14][cH:15][c:16]([Cl:18])[cH:17]1.